Dataset: the Open Reaction Database (ORD), a public repository of structured organic reaction records. Task: describe an organic reaction: reactants, conditions, products, and yield Reactants: COC1=C(C=CC(=C1)C2=CC(=C(C=C2)N)OC)N.Cl.Cl (o-dianisidine dihydrochloride), Cl (HCl), N(=O)[O-].[Na+] (sodium nitrite). Run at temperature 4 celsius, time 30 minute. Yields the product COC1=C(C=CC(=C1)C2=CC(=C(C=C2)N)OC)N (o-dianisidine). Reaction SMILES: [CH3:1][O:2][C:3]1[CH:8]=[C:7]([C:9]2[CH:14]=[CH:13][C:12]([NH2:15])=[C:11]([O:16][CH3:17])[CH:10]=2)[CH:6]=[CH:5][C:4]=1[NH2:18].Cl.Cl.Cl.N([O-])=O.[Na+]>>[CH3:17][O:16][C:11]1[CH:10]=[C:9]([C:7]2[CH:6]=[CH:5][C:4]([NH2:18])=[C:3]([O:2][CH3:1])[CH:8]=2)[CH:14]=[CH:13][C:12]=1[NH2:15] |f:0.1.2,4.5|. Procedure: A solution of 0.36 g of o-dianisidine dihydrochloride (1 mmole) in 45 ml (0.2 M HCl was cooled in an ice bath. To this was added dropwise (to keep the temperature below 5° C.) a solution of 0.17 g of sodium nitrite (2.46 mmole) in 5 ml distilled water. An orange color formed immediately. The mixture was stirred for another 30 minutes at 4° C. before using.